This data is from the Open Reaction Database (ORD), a public repository of structured organic reaction records. The task is: describe an organic reaction: reactants, conditions, products, and yield Starting materials: C(\C=C\C(=O)O)(=O)O (fumaric acid), CC(C(=O)Cl)(CO[N+](=O)[O-])C (2,2-dimethyl-3-nitroxypropanoyl chloride), O1CCCC1 (tetrahydrofuran), O1CCCC1 (tetrahydrofuran), NCC(C)(C)NCC(COC1=CC=CC=2N=CN(C21)C)O (3-(2-amino-1,1-dimethylethylamino)-1-(3-methylbenzimidazol-4-yloxy)-propan-2-ol). Run in C(Cl)Cl (methylene chloride), CC(=O)C (acetone). Conditions: time 2 hour. The product is C(\C=C\C(=O)O)(=O)O.CC(CNC(C(CO[N+](=O)[O-])(C)C)=O)(C)NCC(COC1=CC=CC=2N=CN(C21)C)O (3-[1,1-Dimethyl-2-(2,2-dimethyl-3-nitroxypropanoylamino)-ethylamino]-1-(3-methylbenzimidazol-4-yloxy)-propan-2-ol fumarate). As a reaction SMILES: [CH3:1][C:2]([CH3:11])([CH2:6][O:7][N+:8]([O-:10])=[O:9])[C:3](Cl)=[O:4].O1CCCC1.[NH2:17][CH2:18][C:19]([NH:22][CH2:23][CH:24]([OH:37])[CH2:25][O:26][C:27]1[C:35]2[N:34]([CH3:36])[CH:33]=[N:32][C:31]=2[CH:30]=[CH:29][CH:28]=1)([CH3:21])[CH3:20].[C:38]([OH:45])(=[O:44])/[CH:39]=[CH:40]/[C:41]([OH:43])=[O:42]>CC(C)=O.C(Cl)Cl>[C:38]([OH:45])(=[O:44])/[CH:39]=[CH:40]/[C:41]([OH:43])=[O:42].[CH3:21][C:19]([NH:22][CH2:23][CH:24]([OH:37])[CH2:25][O:26][C:27]1[C:35]2[N:34]([CH3:36])[CH:33]=[N:32][C:31]=2[CH:30]=[CH:29][CH:28]=1)([CH3:20])[CH2:18][NH:17][C:3](=[O:4])[C:2]([CH3:11])([CH3:1])[CH2:6][O:7][N+:8]([O-:10])=[O:9] |f:6.7|. Procedure: A solution of 1.4 g. 2,2-dimethyl-3-nitroxypropanoyl chloride in 50 ml. dry tetrahydrofuran is added dropwise at ambient temperature to a solution of 2.3 g. 3-(2-amino-1,1-dimethylethylamino)-1-(3-methylbenzimidazol-4-yloxy)-propan-2-ol in 150 ml. dry tetrahydrofuran, followed by further stirring for 2 hours. The reaction mixture is evaporated and chromatographed on silica gel with methylene chloride/methanol (4:2 v/v). The product obtained (2.0 g.) is dissolved in 60 ml. methylene chloride and ... The reactants are CON(C)C(=O)C(CC(=O)OC(C)(C)C)NS(=O)(=O)c1ccc(NC(C)=O)cc1O, C1CCOC1, CCOC(=O)N=NC(=O)OCC, c1ccc(P(c2ccccc2)c2ccccc2)cc1, OCCc1cccc2ncccc12. The product is CON(C)C(=O)C(CC(=O)OC(C)(C)C)NS(=O)(=O)c1ccc(NC(C)=O)cc1OCCc1cccc2ncccc12. As a reaction SMILES: [C:1]([CH3:2])([CH3:3])([CH3:4])[O:5][C:6]([CH2:7][CH:8]([C:9](=[O:10])[N:11]([CH3:12])[O:13][CH3:14])[NH:15][S:16](=[O:17])(=[O:18])[c:19]1[c:20]([OH:29])[cH:21][c:22]([NH:25][C:26]([CH3:27])=[O:28])[cH:23][cH:24]1)=[O:30].[CH2:75]1[O:76][CH2:77][CH2:78][CH2:79]1.[O:63]=[C:64]([O:65][CH2:66][CH3:67])[N:68]=[N:69][C:70]([O:71][CH2:72][CH3:73])=[O:74].[c:44]1([P:45]([c:46]2[cH:47][cH:48][cH:49][cH:50][cH:51]2)[c:52]2[cH:53][cH:54][cH:55][cH:56][cH:57]2)[cH:58][cH:59][cH:60][cH:61][cH:62]1.[n:31]1[cH:32][cH:33][cH:34][c:35]2[c:36]([CH2:41][CH2:42][OH:43])[cH:37][cH:38][cH:39][c:40]12>>[C:1]([CH3:2])([CH3:3])([CH3:4])[O:5][C:6]([CH2:7][CH:8]([C:9](=[O:10])[N:11]([CH3:12])[O:13][CH3:14])[NH:15][S:16](=[O:17])(=[O:18])[c:19]1[c:20]([O:29][CH2:42][CH2:41][c:36]2[c:35]3[cH:34][cH:33][cH:32][n:31][c:40]3[cH:39][cH:38][cH:37]2)[cH:21][c:22]([NH:25][C:26]([CH3:27])=[O:28])[cH:23][cH:24]1)=[O:30]. RXN SMILES: [Cl:1][C:2]1[N:10]=[C:9]2[C:5]([NH:6][CH:7]=[N:8]2)=[C:4](Cl)[N:3]=1.[NH2:12][C:13]1[CH:21]=[CH:20][C:16]([C:17]([NH2:19])=[O:18])=[CH:15][CH:14]=1>C(O)CCC>[Cl:1][C:2]1[N:10]=[C:9]2[C:5]([N:6]=[CH:7][NH:8]2)=[C:4]([NH:12][C:13]2[CH:21]=[CH:20][C:16]([C:17]([NH2:19])=[O:18])=[CH:15][CH:14]=2)[N:3]=1. Product: ClC1=NC(=C2N=CNC2=N1)NC1=CC=C(C(=O)N)C=C1 (4-[(2-chloro-9H-purin-6-yl)amino]benzamide). Yield: 114.0%. Procedure: The procedure is carried out as in Example 1, starting with 189 mg of 2,6-dichloropurine, 5 ml of butanol and 150 mg of 4-aminobenzamide. 329 mg of the expected product are thus obtained. The solvent is C(CCC)O (butanol). Reactants: ClC1=NC(=C2NC=NC2=N1)Cl (2,6-dichloropurine), NC1=CC=C(C(=O)N)C=C1 (4-aminobenzamide). The reactants are C1CCOC1, CCCNc1cc(F)ccc1C=CC(=O)OC, CO, [Li+], [OH-]. The product is CCCNc1cc(F)ccc1C=CC(=O)O. As a reaction SMILES: [CH2:20]1[O:21][CH2:22][CH2:23][CH2:24]1.[CH3:1][O:2][C:3]([CH:4]=[CH:5][c:6]1[c:7]([NH:13][CH2:14][CH2:15][CH3:16])[cH:8][c:9]([F:12])[cH:10][cH:11]1)=[O:17].[CH3:25][OH:26].[Li+:19].[OH-:18]>>[O:2]=[C:3]([CH:4]=[CH:5][c:6]1[c:7]([NH:13][CH2:14][CH2:15][CH3:16])[cH:8][c:9]([F:12])[cH:10][cH:11]1)[OH:17]. The reactants are C1(=CC=CC=C1)N1C(NC(=C1C1=CC=CC=C1)C1=CC=CC=C1)=O (1,4,5-triphenylimidazol-2-one), BrC(CCC)(CCC)Br (dibromoheptane), C([O-])([O-])=O.[K+].[K+] (potassium carbonate), CC(CC)=O (butanone). The product is C1(=CC=CC=C1)N1C(=NC(=C1C1=CC=CC=C1)C1=CC=CC=C1)OCCCCCCCBr (1,4,5-triphenyl-2-(7-bromoheptyloxy)imidazole). Yield: 21.0%. As a reaction SMILES: [C:1]1([N:7]2[C:11]([C:12]3[CH:17]=[CH:16][CH:15]=[CH:14][CH:13]=3)=[C:10]([C:18]3[CH:23]=[CH:22][CH:21]=[CH:20][CH:19]=3)[NH:9][C:8]2=[O:24])[CH:6]=[CH:5][CH:4]=[CH:3][CH:2]=1.[Br:25][C:26](Br)(CCC)[CH2:27][CH2:28]C.C(=O)([O-])[O-].[K+].[K+].[CH3:40][C:41](=O)[CH2:42][CH3:43]>>[C:1]1([N:7]2[C:11]([C:12]3[CH:17]=[CH:16][CH:15]=[CH:14][CH:13]=3)=[C:10]([C:18]3[CH:23]=[CH:22][CH:21]=[CH:20][CH:19]=3)[N:9]=[C:8]2[O:24][CH2:40][CH2:41][CH2:42][CH2:43][CH2:28][CH2:27][CH2:26][Br:25])[CH:6]=[CH:5][CH:4]=[CH:3][CH:2]=1 |f:2.3.4|. Procedure details: A mixture of 1,4,5-triphenylimidazol-2-one (15.3 g), dibromoheptane (50.6 g) and potassium carbonate (13.8 g) was heated at reflux temperature in dry butanone (750 ml) for 20 hours. The mixture was cooled, filtered and the filtrate evaporated to an oil which was chromatographed on silica gel (hexane/ethyl acetate) to give 1,4,5-triphenyl-2-(7-bromoheptyloxy)imidazole (5.0 g, 21%) as a white solid, m.p. 97°-9° C.